Dataset: the Open Reaction Database (ORD), a public repository of structured organic reaction records. Task: describe an organic reaction: reactants, conditions, products, and yield Reactants: O (Water), FC1=CC=C(C=C1)C1(CSC2=CC(=CC=C2C1CCCCCCCCCSCCCC(C(F)(F)F)(F)F)O)C ((3RS,4RS)-3-(4-fluorophenyl)-7-hydroxy-3-methyl-4-[9-(4,4,5,5,5-pentafluoropentylthio)nonyl]thiochroman), OOS(=O)[O-].[K+] (Oxone), monopersulfate, 0.1, CCCCCC (n-hexane), O (water). Run in O1CCCC1 (tetrahydrofuran), C(C)(=O)OCC (ethyl acetate). Run at temperature 0 celsius, time 5 minute. Product: FC1=CC=C(C=C1)C1(CSC2=CC(=CC=C2C1CCCCCCCCCS(=O)CCCC(C(F)(F)F)(F)F)O)C ((3RS,4RS)-3-(4-fluorophenyl)-7-hydroxy-3-methyl-4-[9-(4,4,5,5,5-pentafluoropentylsulfinyl)nonyl]thiochroman). The yield is 66.0%. RXN SMILES: [F:1][C:2]1[CH:7]=[CH:6][C:5]([C:8]2([CH3:39])[CH:17]([CH2:18][CH2:19][CH2:20][CH2:21][CH2:22][CH2:23][CH2:24][CH2:25][CH2:26][S:27][CH2:28][CH2:29][CH2:30][C:31]([F:37])([F:36])[C:32]([F:35])([F:34])[F:33])[C:16]3[C:11](=[CH:12][C:13]([OH:38])=[CH:14][CH:15]=3)[S:10][CH2:9]2)=[CH:4][CH:3]=1.[OH:40]OS([O-])=O.[K+].O.CCCCCC>O1CCCC1.C(OCC)(=O)C>[F:1][C:2]1[CH:7]=[CH:6][C:5]([C:8]2([CH3:39])[CH:17]([CH2:18][CH2:19][CH2:20][CH2:21][CH2:22][CH2:23][CH2:24][CH2:25][CH2:26][S:27]([CH2:28][CH2:29][CH2:30][C:31]([F:37])([F:36])[C:32]([F:33])([F:34])[F:35])=[O:40])[C:16]3[C:11](=[CH:12][C:13]([OH:38])=[CH:14][CH:15]=3)[S:10][CH2:9]2)=[CH:4][CH:3]=1 |f:1.2|. Procedure details: To a solution of (3RS,4RS)-3-(4-fluorophenyl)-7-hydroxy-3-methyl-4-[9-(4,4,5,5,5-pentafluoropentylthio)nonyl]thiochroman (107 mg, 0.18 mmol) in tetrahydrofuran (8 ml) was added Oxone® (monopersulfate compound; DuPont product) (60 mg, 0.1 0 mmol), which was then stirred at 0° C. for 5 minutes. Water (0.5 ml) was added thereto, and the resulting mixture was stirred at 0° C. for 1 hour. The reaction solution was poured into water, and extracted with ethyl acetate. The organic layer was dried over a... Reactants: FC(C1=CC(=CC=C1)C=1C=CC(NN1)=O)(F)F (6-(α,α,α-trifluoro-m-tolyl)-3(2H)-pyridazinone), P(=O)(Cl)(Cl)Cl (phosphorus oxychloride). The product is FC(C1=CC(=CC=C1)C1=CC=C(N=N1)Cl)(F)F (6-(α,α,α-trifluoro-m-tolyl)-3-chloropyridazine). RXN SMILES: [F:1][C:2]([F:17])([F:16])[C:3]1[CH:8]=[CH:7][CH:6]=[C:5]([C:9]2[CH:10]=[CH:11][C:12](=O)[NH:13][N:14]=2)[CH:4]=1.P(Cl)(Cl)([Cl:20])=O>>[F:1][C:2]([F:17])([F:16])[C:3]1[CH:8]=[CH:7][CH:6]=[C:5]([C:9]2[N:14]=[N:13][C:12]([Cl:20])=[CH:11][CH:10]=2)[CH:4]=1. Procedure details: A mixture of 12.6 g. of 6-(α,α,α-trifluoro-m-tolyl)-3(2H)-pyridazinone and 200 ml. of phosphorus oxychloride is heated on a steam bath for 18 hours. The mixture is concentrated under vacuum and the residue triturated with cold water. The resulting solid is washed with water and air dried to give 13.5 g. of cream colored crystals, m.p. 131°-133° C. Recrystallization from methanol gives 6-(α,α,α-trifluoro-m-tolyl)-3-chloropyridazine as white crystals, m.p. 131°-133° C. Reaction conditions: temperature 170 celsius. Procedure details: An 80/20 (mol/mol) polycarbonate copolymer of tert-butyl hydroquinone and BPA was made via the BMSC/melt reactive extrusion process. The samples were synthesized as follows. A stainless steel stirred tank reactor was charged with 6100 g BPA, 17767 g TBHQ, and 44971 g BMSC to give a molar ratio of [carbonate]/[diol] equal to about 1.017. Also added to the reactor was an aqueous catalyst solution of tetramethylammonium hydroxide (TMAH) and sodium hydroxide (NaOH) in an amount corresponding to 5.0×... Reactants: [OH-].C[N+](C)(C)C (tetramethylammonium hydroxide), CC(C)(C=1C=CC(=CC1)O)C=2C=CC(=CC2)O.C(C)(C)(C)C1=C(O)C=CC(=C1)O (BPA TBHQ), [OH-].[Na+] (NaOH), CC(C)(C=1C=CC(=CC1)O)C=2C=CC(=CC2)O.C(C)(C)(C)C1=C(O)C=CC(=C1)O (BPA TBHQ), [OH-].[Na+] (NaOH), [OH-].[Na+] (sodium hydroxide), [OH-].C[N+](C)(C)C (TMAH), [OH-].[Na+] (sodium hydroxide). As a reaction SMILES: [OH-].C[N+](C)(C)C.[OH-].[Na+].CC(C1C=CC(O)=CC=1)(C1C=CC(O)=CC=1)C.[C:26]([C:30]1[CH:36]=[C:35]([OH:37])[CH:34]=[CH:33][C:31]=1[OH:32])([CH3:29])([CH3:28])[CH3:27]>>[C:26]([C:30]1[CH:36]=[C:35]([OH:37])[CH:34]=[CH:33][C:31]=1[OH:32])([CH3:29])([CH3:27])[CH3:28] |f:0.1,2.3,4.5|. Product: C(C)(C)(C)C1=C(O)C=CC(=C1)O (TBHQ). Starting materials: C(C1=CC=CC=C1)N1C(=NC2=C(C1=O)SN=C2C)CCC (6-Benzyl-3-methyl-5-propyl-6H-isothiazolo[4,5-d]pyrimidin-7-one), C(C)(=O)[O-].[Na+] (sodium acetate), BrBr (bromine), BrBr (Bromine), ice water, eluent, CCOC(=O)C (EtOAc). Solvent: C(C)(=O)O (acetic acid), C(C)(=O)O (acetic acid), hexanes. Yields the product C(C1=CC=CC=C1)N1C(=NC2=C(C1=O)SN=C2C)C(CC)Br (6-Benzyl-5-(1-bromo-propyl)-3-methyl-6H-isothiazolo[4,5-d]pyrimidin-7-one). Reaction SMILES: [CH2:1]([N:8]1[C:13](=[O:14])[C:12]2[S:15][N:16]=[C:17]([CH3:18])[C:11]=2[N:10]=[C:9]1[CH2:19][CH2:20][CH3:21])[C:2]1[CH:7]=[CH:6][CH:5]=[CH:4][CH:3]=1.C([O-])(=O)C.[Na+].[Br:27]Br.CCOC(C)=O>C(O)(=O)C>[CH2:1]([N:8]1[C:13](=[O:14])[C:12]2[S:15][N:16]=[C:17]([CH3:18])[C:11]=2[N:10]=[C:9]1[CH:19]([Br:27])[CH2:20][CH3:21])[C:2]1[CH:3]=[CH:4][CH:5]=[CH:6][CH:7]=1 |f:1.2|. Procedure: To a solution of 6-benzyl-3-methyl-5-propyl-6H-isothiazolo[4,5-d]pyrimidin-7-one (method 59) (208 mg, 0.69 mmol) and sodium acetate (0.5 g, 5 mmol) in acetic acid (10 mL) at 100° C., a solution of the bromine (0.232 g, 1.46 mmol) in acetic acid (20 mL) was added dropwise [The next drop of Bromine was added only after the previous drop had reacted completely by monitoring the decolorization] over a period of 30 min. The reaction mixture was cooled after the addition and the TLC (eluent 10% EtOAc ... The reactants are C(C)(C)(C)OC(NC1=C(C=C(C(=C1)OC)C(F)(F)F)[N+](=O)[O-])=O ((5-methoxy-2-nitro-4-trifluoromethyl-phenyl)-carbamic acid tert-butyl ester). Reagents/catalysts: [Pd] (Pd/C). Yields the product C(C)(C)(C)OC(NC1=C(C=C(C(=C1)OC)C(F)(F)F)N)=O ((2-Amino-5-methoxy-4-trifluoromethyl-phenyl)-carbamic acid tert-butyl ester), solid. Reaction SMILES: [C:1]([O:5][C:6](=[O:23])[NH:7][C:8]1[CH:13]=[C:12]([O:14][CH3:15])[C:11]([C:16]([F:19])([F:18])[F:17])=[CH:10][C:9]=1[N+:20]([O-])=O)([CH3:4])([CH3:3])[CH3:2]>[Pd]>[C:1]([O:5][C:6](=[O:23])[NH:7][C:8]1[CH:13]=[C:12]([O:14][CH3:15])[C:11]([C:16]([F:19])([F:18])[F:17])=[CH:10][C:9]=1[NH2:20])([CH3:4])([CH3:2])[CH3:3]. Procedure: The title compound was prepared from (5-methoxy-2-nitro-4-trifluoromethyl-phenyl)-carbamic acid tert-butyl ester (Example A8) (5.79 g, 17.2 mmol) by hydrogenation with 10% Pd/C according to the general procedure J (method a). Obtained as a yellow solid (5.36 g). Starting materials: ClC1=CC(=C(C(=O)OC)C=C1)O (methyl 4-chloro-2-hydroxybenzoate), BrCC(=O)OCC (ethyl 2-bromoacetate), C([O-])([O-])=O.[K+].[K+] (potassium carbonate). Solvent: CC(=O)C (acetone). The product is ClC1=CC(=C(C(=O)OC)C=C1)OCC(=O)OCC (methyl 4-chloro-2-(2-ethoxy-2-oxoethoxy)benzoate). Yield: 84.7%. RXN SMILES: [Cl:1][C:2]1[CH:11]=[CH:10][C:5]([C:6]([O:8][CH3:9])=[O:7])=[C:4]([OH:12])[CH:3]=1.Br[CH2:14][C:15]([O:17][CH2:18][CH3:19])=[O:16].C(=O)([O-])[O-].[K+].[K+]>CC(C)=O>[Cl:1][C:2]1[CH:11]=[CH:10][C:5]([C:6]([O:8][CH3:9])=[O:7])=[C:4]([O:12][CH2:14][C:15]([O:17][CH2:18][CH3:19])=[O:16])[CH:3]=1 |f:2.3.4|. Reported procedure: To a solution of methyl 4-chloro-2-hydroxybenzoate (21 g, 112.55 mmol) in acetone (200 mL) was added ethyl 2-bromoacetate (28.3 g, 169.46 mmol) and potassium carbonate (23.4 g, 169.31 mmol). After refluxing for 3 h, the solids were collected by filtration. The resulting mixture was concentrated under vacuum, dissolved in petroleum ether (300 mL) and filtered to give methyl 4-chloro-2-(2-ethoxy-2-oxoethoxy)benzoate as a red solid (26 g, 85%). Reactants: BrC1=C(C#N)C=C(C=C1)Cl (2-bromo-5-chlorobenzonitrile), N1C(CCC1)=O (pyrrolidin-2-one), C([O-])([O-])=O.[Cs+].[Cs+] (cesium carbonate), 4,5-bis(biphenylphosphino)-9,9-dimethylxanthine. The reagents and catalysts are C=1C=CC(=CC1)/C=C/C(=O)/C=C/C2=CC=CC=C2.C=1C=CC(=CC1)/C=C/C(=O)/C=C/C2=CC=CC=C2.C=1C=CC(=CC1)/C=C/C(=O)/C=C/C2=CC=CC=C2.[Pd].[Pd] (tris(dibenzylideneacetone)dipalladium). Run in O1CCOCC1 (1,4-dioxane). The product is ClC=1C=CC(=C(C#N)C1)N1C(CCC1)=O (5-chloro-2-(2-oxopyrrolidin-1-yl)benzonitrile). Reaction SMILES: Br[C:2]1[CH:9]=[CH:8][C:7]([Cl:10])=[CH:6][C:3]=1[C:4]#[N:5].[NH:11]1[CH2:15][CH2:14][CH2:13][C:12]1=[O:16].C(=O)([O-])[O-].[Cs+].[Cs+]>O1CCOCC1.C1C=CC(/C=C/C(/C=C/C2C=CC=CC=2)=O)=CC=1.C1C=CC(/C=C/C(/C=C/C2C=CC=CC=2)=O)=CC=1.C1C=CC(/C=C/C(/C=C/C2C=CC=CC=2)=O)=CC=1.[Pd].[Pd]>[Cl:10][C:7]1[CH:8]=[CH:9][C:2]([N:11]2[CH2:15][CH2:14][CH2:13][C:12]2=[O:16])=[C:3]([CH:6]=1)[C:4]#[N:5] |f:2.3.4,6.7.8.9.10|. Procedure details: (Step 1) To a solution (139 ml) of 2-bromo-5-chlorobenzonitrile (15.0 g), pyrrolidin-2-one (7.90 ml) and cesium carbonate (45.2 g) in 1,4-dioxane were added tris(dibenzylideneacetone)dipalladium (1.59 g) and 4,5-bis(biphenylphosphino)-9,9-dimethylxanthine (2.0 g) at room temperature under a nitrogen atmosphere, and the mixture was heated under reflux for 3 hr. The mixture was allowed to cool to room temperature, and extracted with ethyl acetate and water. The organic layer was filtered through c...